Dataset: the Open Reaction Database (ORD), a public repository of structured organic reaction records. Task: describe an organic reaction: reactants, conditions, products, and yield The reactants are ClC=1C=C2C(=NC1)C=CC1=C(C2=O)C=C(C=C1)NCC1=C(C=C(C=C1)OC)OC (3-chloro-7-[(2,4-dimethoxybenzyl)amino]-5H-benzo[4,5]cyclohepta[1,2-b]pyridin-5-one), FC(C(=O)O)(F)F (trifluoroacetic acid). The solvent is CO (methanol), ClCCl (dichloromethane). Conditions: time 1 hour. Yields the product NC=1C=CC2=C(C(C=3C(=NC=C(C3)Cl)C=C2)=O)C1 (7-amino-3-chloro-5H-benzo[4,5]cyclohepta[1,2-b]pyridin-5-one). RXN SMILES: [Cl:1][C:2]1[CH:3]=[C:4]2[C:12](=[O:13])[C:11]3[CH:14]=[C:15]([NH:18]CC4C=CC(OC)=CC=4OC)[CH:16]=[CH:17][C:10]=3[CH:9]=[CH:8][C:5]2=[N:6][CH:7]=1.FC(F)(F)C(O)=O>CO.ClCCl>[NH2:18][C:15]1[CH:16]=[CH:17][C:10]2[CH:9]=[CH:8][C:5]3=[N:6][CH:7]=[C:2]([Cl:1])[CH:3]=[C:4]3[C:12](=[O:13])[C:11]=2[CH:14]=1. Procedure details: 3-chloro-7-[(2,4-dimethoxybenzyl)amino]-5H-benzo[4,5]cyclohepta[1,2-b]pyridin-5-one (1.1 g, 2.7 mmol) was dissolved in 8 mL methanol and 30 mL dichloromethane. Then 10 mL of trifluoroacetic acid was added and the solution was stirred at ambient temperature. After 1 hour, reaction was concentrated, dissolved in 500 mL of ethyl acetate and washed with 200 mL saturated sodium bicarbonate. The organic layer was separated, dried with magnesium sulfate, filtered, and purified by flash column chromatog... Starting materials: CON(C(C1=CC(=C(C=C1)C)C)=O)C (N-methoxy-N-methyl-3,4-dimethylbenzamide), [Cl-].[NH4+] (ammonium chloride), BrCCBr (1,2-dibromoethane), [Mg] (magnesium), C1COC(C(CBr)C)O1 (3-bromo-2-methylpropionaldehyde ethylene acetal). The solvent is O1CCCC1 (tetrahydrofuran), O1CCCC1 (tetrahydrofuran). Conditions: time 1 hour. Yields the product C1COC(C(CC(C2=CC(=C(C=C2)C)C)=O)C)O1 (3-(3,4-Dimethylbenzoyl)-2-methylpropionaldehyde ethylene acetal). Isolated yield 38.5%. RXN SMILES: BrCCBr.[Mg].[CH2:6]1[O:14][CH:9]([CH:10]([CH3:13])[CH2:11]Br)[O:8][CH2:7]1.CON(C)[C:18](=[O:27])[C:19]1[CH:24]=[CH:23][C:22]([CH3:25])=[C:21]([CH3:26])[CH:20]=1.[Cl-].[NH4+]>O1CCCC1>[CH2:6]1[O:14][CH:9]([CH:10]([CH3:13])[CH2:11][C:18](=[O:27])[C:19]2[CH:24]=[CH:23][C:22]([CH3:25])=[C:21]([CH3:26])[CH:20]=2)[O:8][CH2:7]1 |f:4.5|. Reported procedure: 0.29 ml (3.4 mmol) of 1,2-dibromoethane was added to a suspension of 1.66 g (68.1 mmol) of magnesium in 5 ml of anhydrous tetrahydrofuran under a stream of nitrogen. 9.96 g (51.1 mmol) of 3-bromo-2-methylpropionaldehyde ethylene acetal [prepared as described in step (i) above] were then added dropwise to the resulting mixture, whilst ice-cooling, after which the mixture was stirred for 1 hour. A solution of 6.58 g (34.1 mmol) of N-methoxy-N-methyl-3,4-dimethylbenzamide in 30 ml of tetrahydrofura...